This data is from the Open Reaction Database (ORD), a public repository of structured organic reaction records. The task is: describe an organic reaction: reactants, conditions, products, and yield Procedure: To a solution of 3-methoxy-4-[5-(5-methyl-3-phenyl-isoxazol-4-yl)-[1,3,4]oxadiazol-2-yl]-phenylamine (200 mg, 0.57 mmol) in THF (2 mL) were added N,N-diisopropyl ethyl amine (0.15 mL, 0.86 mmol), 4-dimethylaminopyridine (8 mg, 0.06 mmol) and methanesulfonyl chloride (53 μL, 0.69 mmol). The resulting suspension was then stirred for 18 h at ambient temperature. Further N,N-diisopropyl ethyl amine (0.15 mL, 0.86 mmol) and methanesulfonyl chloride (54 μL, 0.689 mmol) was added and stirred was contin... Starting materials: C(C)(C)N(C(C)C)CC (N,N-diisopropyl ethyl amine), CS(=O)(=O)Cl (methanesulfonyl chloride), COC=1C=C(C=CC1C=1OC(=NN1)C=1C(=NOC1C)C1=CC=CC=C1)N (3-methoxy-4-[5-(5-methyl-3-phenyl-isoxazol-4-yl)-[1,3,4]oxadiazol-2-yl]-phenylamine), C(C)(C)N(C(C)C)CC (N,N-diisopropyl ethyl amine), CS(=O)(=O)Cl (methanesulfonyl chloride). Yield: 117.8%. The solvent is C1CCOC1 (THF). The reagents and catalysts are CN(C1=CC=NC=C1)C (4-dimethylaminopyridine). RXN SMILES: [CH3:1][O:2][C:3]1[CH:4]=[C:5]([NH2:26])[CH:6]=[CH:7][C:8]=1[C:9]1[O:10][C:11]([C:14]2[C:15]([C:20]3[CH:25]=[CH:24][CH:23]=[CH:22][CH:21]=3)=[N:16][O:17][C:18]=2[CH3:19])=[N:12][N:13]=1.C(N(CC)C(C)C)(C)C.[CH3:36][S:37](Cl)(=[O:39])=[O:38]>C1COCC1.CN(C)C1C=CN=CC=1>[CH3:1][O:2][C:3]1[CH:4]=[C:5]([N:26]([S:37]([CH3:36])(=[O:39])=[O:38])[S:37]([CH3:36])(=[O:39])=[O:38])[CH:6]=[CH:7][C:8]=1[C:9]1[O:10][C:11]([C:14]2[C:15]([C:20]3[CH:21]=[CH:22][CH:23]=[CH:24][CH:25]=3)=[N:16][O:17][C:18]=2[CH3:19])=[N:12][N:13]=1. Reaction conditions: time 18 hour. Product: COC=1C=C(C=CC1C=1OC(=NN1)C=1C(=NOC1C)C1=CC=CC=C1)N(S(=O)(=O)C)S(=O)(=O)C (N-{3-Methoxy-4-[5-(5-methyl-3-phenyl-isoxazol-4-yl)-[1,3,4]oxadiazol-2-yl]-phenyl}-bis-methanesulfonyl-amine). Starting materials: OCCCN1N=CC(=C1)C=1C=CC(=C2C(N(CC12)C)=O)NC1=NC(=NC=C1C(F)(F)F)NC1=C(C=C(CP(OCC)(OCC)=O)C=C1)OC (diethyl (4-{[4-({7-[1-(3-hydroxypropyl)-1H-pyrazol-4-yl]-2-methyl-3-oxo-2,3-dihydro-1H-isoindol-4-yl}amino)-5-(trifluoromethyl)pyrimidin-2-yl]amino}-3-methoxybenzyl)phosphonate), C(C)OP1(OCCCCN2N=CC(C3=NC(=C(NC4=C(C=NC(NC5=CC=C(C1)C=C5)=N4)C(F)(F)F)C=C3)C(=O)NC)=C2)=O (11-ethoxy-N-methyl-21-(trifluoromethyl)-10-oxa-4,5,17,19,23,26,29-heptaaza-11-phosphapentacyclo[22.2.2.213,16.12,5.118,22]dotriaconta-1(26),2(32),3,13,15,18(29),19,21,24,27,30-undecaene-25-carboxamide 11-oxide), C(C)OP1(OCCCCN2N=CC(C3=NC(=C(NC4=C(C=NC(NC5=CC=C(C1)C=C5)=N4)C(F)(F)F)C=C3)C(=O)NC)=C2)=O (11-ethoxy-N-methyl-21-(trifluoromethyl)-10-oxa-4,5,17,19,23,26,29-heptaaza-11-phosphapentacyclo[22.2.2.213,16.12,5.118,22]dotriaconta-1(26),2(32),3,13,15,18(29),19,21,24,27,30-undecaene-25-carboxamide 11-oxide), NC=1C(=NC(=CC1)Br)C(=O)NOC (3-Amino-6-bromo-N-methoxypyridine-2-carboxamide), NC=1C(=NC(=CC1)Br)C(=O)NOC (3-Amino-6-bromo-N-methoxypyridine-2-carboxamide). The product is BrC1=CC=C(C(=N1)C(NOC)=O)NC1=NC(=NC=C1C(F)(F)F)NC1=C(C=C(CP(OCC)(OCC)=O)C=C1)OC (Diethyl (4-{[4-{[6-bromo-2-(methoxycarbamoyl)pyridin-3-yl]amino}-5-(trifluoromethyl)pyrimidin-2-yl]amino}-3-methoxybenzyl)phosphonate). The yield is 23.0%. RXN SMILES: OCCCN1C=C(C2C=CC(N[C:22]3[C:27]([C:28]([F:31])([F:30])[F:29])=[CH:26][N:25]=[C:24]([NH:32][C:33]4[CH:47]=[CH:46][C:36]([CH2:37][P:38](=[O:45])([O:42][CH2:43][CH3:44])[O:39][CH2:40][CH3:41])=[CH:35][C:34]=4[O:48][CH3:49])[N:23]=3)=C3C=2CN(C)C3=O)C=N1.[NH2:50][C:51]1[C:52]([C:58]([NH:60][O:61][CH3:62])=[O:59])=[N:53][C:54]([Br:57])=[CH:55][CH:56]=1.C(OP1(=O)CC2C=CC(=CC=2)NC2=NC(=C(C(F)(F)F)C=N2)NC2C=CC(=NC=2C(NC)=O)C2=CN(N=C2)CCCCO1)C>>[Br:57][C:54]1[N:53]=[C:52]([C:58](=[O:59])[NH:60][O:61][CH3:62])[C:51]([NH:50][C:26]2[C:27]([C:28]([F:29])([F:30])[F:31])=[CH:22][N:23]=[C:24]([NH:32][C:33]3[CH:47]=[CH:46][C:36]([CH2:37][P:38](=[O:45])([O:42][CH2:43][CH3:44])[O:39][CH2:40][CH3:41])=[CH:35][C:34]=3[O:48][CH3:49])[N:25]=2)=[CH:56][CH:55]=1. Procedure: This material was prepared analogously to compound 1B using 3-Amino-6-bromo-N-methoxypyridine-2-carboxamide (Compound 46D, 302.0 mg, 1.227 mmol) and diethyl (4-{[4-chloro-5-(trifluoromethyl)pyrimidin-2-yl]amino}-3-methoxybenzyl)phosphonate (Compound 1 E, 612.6 mg, 1.350 mmol) to isolate 189 mg of the title compound (23%). 1H NMR (400 MHz, DMSO-d6) δ 12.18 (s, 1H), 11.88 (s, 1H), 9.21 (br. s., 1H), 8.87 (br. s., 1H), 8.44 (s, 1H), 7.65 (d, J=8.8 Hz, 1H), 7.38 (br. s., 1H), 7.06 (s, 1H), 6.90 (d, ... Starting materials: C[O-], CO, CCCCCC, O=C(Nc1c(F)cccc1F)c1cccc(-c2nc3cc(F)ccn3c2-c2ccnc(Cl)n2)c1, ClCCl, COc1cc(N2CCC(N3CCCCC3)CC2)ccc1N, [Na+], O, OCC(F)(F)F, Cc1ccc(S(=O)(=O)O)cc1. Product: COc1cc(N2CCC(N3CCCCC3)CC2)ccc1Nc1nccc(-c2c(-c3cccc(C(=O)Nc4c(F)cccc4F)c3)nc3cc(F)ccn23)n1. Reaction SMILES: [CH3:68][O-:69].[CH3:77][OH:78].[CH3:82][CH2:83][CH2:84][CH2:85][CH2:86][CH3:87].[Cl:1][c:2]1[n:3][cH:4][cH:5][c:6](-[c:8]2[c:9](-[c:18]3[cH:19][c:20]([C:21](=[O:22])[NH:23][c:24]4[c:25]([F:31])[cH:26][cH:27][cH:28][c:29]4[F:30])[cH:32][cH:33][cH:34]3)[n:10][c:11]3[n:12]2[cH:13][cH:14][c:15]([F:17])[cH:16]3)[n:7]1.[Cl:79][CH2:80][Cl:81].[N:35]1([CH:41]2[CH2:42][CH2:43][N:44]([c:47]3[cH:48][c:49]([O:54][CH3:55])[c:50]([NH2:51])[cH:52][cH:53]3)[CH2:45][CH2:46]2)[CH2:36][CH2:37][CH2:38][CH2:39][CH2:40]1.[Na+:70].[OH2:56].[OH:71][CH2:72][C:73]([F:74])([F:75])[F:76].[c:57]1([CH3:58])[cH:59][cH:60][c:61]([S:62]([OH:63])(=[O:64])=[O:65])[cH:66][cH:67]1>>[c:2]1([NH:51][c:50]2[c:49]([O:54][CH3:55])[cH:48][c:47]([N:44]3[CH2:43][CH2:42][CH:41]([N:35]4[CH2:36][CH2:37][CH2:38][CH2:39][CH2:40]4)[CH2:46][CH2:45]3)[cH:53][cH:52]2)[n:3][cH:4][cH:5][c:6](-[c:8]2[c:9](-[c:18]3[cH:19][c:20]([C:21](=[O:22])[NH:23][c:24]4[c:25]([F:31])[cH:26][cH:27][cH:28][c:29]4[F:30])[cH:32][cH:33][cH:34]3)[n:10][c:11]3[n:12]2[cH:13][cH:14][c:15]([F:17])[cH:16]3)[n:7]1. Starting materials: COC(=O)C1C=CC(NC(=O)OC(C)(C)C)C1, C1CCOC1, C[Si](C)(C)[N-][Si](C)(C)C, CCI, [Li+]. The product is CCC1(C(=O)OC)C=CC(NC(=O)OC(C)(C)C)C1. RXN SMILES: [C:11]([CH3:12])([CH3:13])([CH3:14])[O:15][C:16](=[O:17])[NH:18][CH:19]1[CH:20]=[CH:21][CH:22]([C:24](=[O:25])[O:26][CH3:27])[CH2:23]1.[CH2:31]1[O:32][CH2:33][CH2:34][CH2:35]1.[CH3:1][Si:2]([CH3:3])([CH3:4])[N-:5][Si:6]([CH3:7])([CH3:8])[CH3:9].[I:28][CH2:29][CH3:30].[Li+:10]>>[C:11]([CH3:12])([CH3:13])([CH3:14])[O:15][C:16](=[O:17])[NH:18][CH:19]1[CH:20]=[CH:21][C:22]([C:24](=[O:25])[O:26][CH3:27])([CH2:29][CH3:30])[CH2:23]1. Starting materials: ClC1=C(C=CC=C1)N1N=C(C=C1CNC1=CC=C(C=C1)C1=CC(=CC=C1)S(=O)(=O)C)C(F)(F)F (N-((1-(2-chlorophenyl)-3-(trifluoromethyl)-1H-pyrazol-5-yl)methyl)-3′-(methylsulfonyl)biphenyl-4-amine), C(#N)[BH3-].[Na+] (sodium cyanoborohydride), CO (methanol), C=O (formaldehyde). The product is ClC1=C(C=CC=C1)N1N=C(C=C1CN(C1=CC=C(C=C1)C1=CC(=CC=C1)S(=O)(=O)C)C)C(F)(F)F (N-((1-(2-chlorophenyl)-3-(trifluoromethyl)-1H-pyrazol-5-yl)methyl)-N-methyl-3′-(methylsulfonyl)biphenyl-4-amine). Solvent: C(C)(=O)O (acetic acid). RXN SMILES: [Cl:1][C:2]1[CH:7]=[CH:6][CH:5]=[CH:4][C:3]=1[N:8]1[C:12]([CH2:13][NH:14][C:15]2[CH:20]=[CH:19][C:18]([C:21]3[CH:26]=[CH:25][CH:24]=[C:23]([S:27]([CH3:30])(=[O:29])=[O:28])[CH:22]=3)=[CH:17][CH:16]=2)=[CH:11][C:10]([C:31]([F:34])([F:33])[F:32])=[N:9]1.CO.C=O.[C:39]([BH3-])#N.[Na+]>C(O)(=O)C>[Cl:1][C:2]1[CH:7]=[CH:6][CH:5]=[CH:4][C:3]=1[N:8]1[C:12]([CH2:13][N:14]([CH3:39])[C:15]2[CH:16]=[CH:17][C:18]([C:21]3[CH:26]=[CH:25][CH:24]=[C:23]([S:27]([CH3:30])(=[O:28])=[O:29])[CH:22]=3)=[CH:19][CH:20]=2)=[CH:11][C:10]([C:31]([F:34])([F:32])[F:33])=[N:9]1 |f:3.4|. Procedure details: Into an 8 mL vial was weighed 215 mg of N-((1-(2-chlorophenyl)-3-(trifluoromethyl)-1H-pyrazol-5-yl)methyl)-3′-(methylsulfonyl)biphenyl-4-amine (0.42 mmol). Addition of 2 mL of methanol followed by 0.5 mL of acetic acid, and 150 μL of 37% aqueous formaldehyde solution afforded a solution that was treated with 40 mg of sodium cyanoborohydride (0.64 mmol). After 30 min. at room temperature the reaction was quenched by the addition of 6N HCl (aq.). After gas evolution had subsided, the reaction mixt... Reactants: ClC1=C(CN2C3=C(N[C@H]4[C@@H](C2=O)CCC4)C=CC=C3)C=CC(=C1)Cl ((3aR*,10aS*)-9-(2,4-dichlorobenzyl)-2,3,3a,4,9,10a-hexahydrobenzo[b]cyclopenta[e][1,4]diazepin-10(1H)-one), Cl.C(C)O (hydrogen chloride ethanol). The solvent is C(C)OCC (diethylether). Yields the product Cl.ClC1=C(CN2C3=C(N[C@H]4[C@@H](C2=O)CCC4)C=CC=C3)C=CC(=C1)Cl ((3aR*,10aS*)-9-(2,4-Dichlorobenzyl)-2,3,3a,4,9,10a-hexahydrobenzo[b]cyclopenta[e][1,4]diazepin-10(1H)-one hydrochloride). Reaction SMILES: Cl.C(O)C.[Cl:5][C:6]1[CH:27]=[C:26]([Cl:28])[CH:25]=[CH:24][C:7]=1[CH2:8][N:9]1[C:15](=[O:16])[C@H:14]2[CH2:17][CH2:18][CH2:19][C@H:13]2[NH:12][C:11]2[CH:20]=[CH:21][CH:22]=[CH:23][C:10]1=2>C(OCC)C>[ClH:5].[Cl:5][C:6]1[CH:27]=[C:26]([Cl:28])[CH:25]=[CH:24][C:7]=1[CH2:8][N:9]1[C:15](=[O:16])[C@H:14]2[CH2:17][CH2:18][CH2:19][C@H:13]2[NH:12][C:11]2[CH:20]=[CH:21][CH:22]=[CH:23][C:10]1=2 |f:0.1,4.5|. Procedure: In diethylether was dissolved (3aR*,10aS*)-9-(2,4-dichlorobenzyl)-2,3,3a,4,9,10a-hexahydrobenzo[b]cyclopenta[e][1,4]diazepin-10(1H)-one produced in Working Example 22. To the solution was added a 2.5N hydrogen chloride-ethanol solution, and the mixture was stirred. Resulting crystalline precipitate was collected by filtration to obtain the titled compound, m.p. 164°-167° C.